This data is from the Open Reaction Database (ORD), a public repository of structured organic reaction records. The task is: describe an organic reaction: reactants, conditions, products, and yield Reactants: CC(=O)NC(CS)C(=O)O, [NH4+], [OH-], O. Yields the product CC(=O)NC(CS)C(=O)[O-], [NH4+]. RXN SMILES: [CH3:3][C:4](=[O:5])[NH:6][CH:7]([CH2:8][SH:9])[C:10]([OH:11])=[O:12].[NH4+:1].[OH-:2].[OH2:13]>>[CH3:3][C:4](=[O:5])[NH:6][CH:7]([CH2:8][SH:9])[C:10](=[O:11])[O-:12].[NH4+:1]. Reactants: C(C)(=O)O[C@H]1[C@@H](O[C@@H]([C@H]([C@@H]1OC(C)=O)OC(C)=O)O\C(=C/C1=C(C=CC=C1)F)\C(=O)OCC)COC(C)=O ((2S,3S,4R,5S,6R)-2-(Acetoxymethyl)-6-(((Z)-3-ethoxy-1-(2-fluorophenyl)-3-oxoprop-1-en-2-yl)oxy)tetrahydro-2H-pyran-3,4,5-triyl triacetate), O[Li].O (LiOH H2O). Solvent: C1CCOC1 (THF), O (water). Conditions: time 1 hour. Product: FC1=C(C=CC=C1)\C=C(\C(=O)O)/O[C@H]1O[C@H]([C@@H]([C@H]([C@@H]1O)O)O)CO ((Z)-3-(2-Fluorophenyl)-2-(((2R,3S,4R,5R,6S)-3,4,5-trihydroxy-6-(hydroxymethyl)tetrahydro-2H-pyran-2-yl)oxy)acrylic acid). Yield: 87.0%. Reaction SMILES: C([O:4][C@@H:5]1[C@@H:10]([O:11]C(=O)C)[C@H:9]([O:15]C(=O)C)[C@@H:8]([O:19]/[C:20](/[C:29]([O:31]CC)=[O:30])=[CH:21]\[C:22]2[CH:27]=[CH:26][CH:25]=[CH:24][C:23]=2[F:28])[O:7][C@H:6]1[CH2:34][O:35]C(=O)C)(=O)C.O[Li].O>C1COCC1.O>[F:28][C:23]1[CH:24]=[CH:25][CH:26]=[CH:27][C:22]=1/[CH:21]=[C:20](\[O:19][C@@H:8]1[C@@H:9]([OH:15])[C@H:10]([OH:11])[C@@H:5]([OH:4])[C@H:6]([CH2:34][OH:35])[O:7]1)/[C:29]([OH:31])=[O:30] |f:1.2|. Procedure: The ester C4 (20 mg, 0.037 mmol) was dissolved in THF (0.4 mL) and added a solution of LiOH H2O (8.86 mg, 0.37 mmol) in water (0.3 mL). The reaction mixture was stirred at room temperature for one hour and then acidified until pH<3 with Dowex 50-X8 resin, filtered and concentrated, and the residue was purified by preparative HPLC using acetonitrile-water as an eluent. After freeze drying, the final product was isolated in 87% yield: 1H NMR (400 MHz, MeOH-d4): δ 8.31 (t, J=7.1 Hz, 1H), 7.24 (dd, ... The reactants are ClC1=NC2=CC(=C(C=C2C=C1C(=O)C(C(=O)OCC)=CN(C)C)F)Cl (ethyl 2-(2,7-dichloro-6-fluoroquinoline-3-carbonyl)-3-dimethylaminoacrylate), solid, C(C)(C)(C)N (tert.-butylamine). The solvent is ClC(Cl)Cl (trichloromethane), C1CCC2=NCCCN2CC1 (DBU), C(C)O (ethanol). The product is ClC=1C(=CC=2C(=NC=3N(C=C(C(C3C2)=O)C(=O)OCC)C(C)(C)C)C1)F (8-chloro-3-ethoxycarbonyl-7-fluoro-4-oxo-1-tert.-butyl-1,4-dihydro-benzo[b][1,8]naphthyridine). Yield: 57.7%. As a reaction SMILES: Cl[C:2]1[C:11]([C:12]([C:14](=[CH:20]N(C)C)[C:15]([O:17][CH2:18][CH3:19])=[O:16])=[O:13])=[CH:10][C:9]2[C:4](=[CH:5][C:6]([Cl:25])=[C:7]([F:24])[CH:8]=2)[N:3]=1.[C:26]([NH2:30])([CH3:29])([CH3:28])[CH3:27]>ClC(Cl)Cl.C1CCN2C(=NCCC2)CC1.C(O)C>[Cl:25][C:6]1[C:7]([F:24])=[CH:8][C:9]2[C:4]([CH:5]=1)=[N:3][C:2]1[N:30]([C:26]([CH3:29])([CH3:28])[CH3:27])[CH:20]=[C:14]([C:15]([O:17][CH2:18][CH3:19])=[O:16])[C:12](=[O:13])[C:11]=1[CH:10]=2. Procedure: The 8-chloro-3-ethoxycarbonyl-7-fluoro-4-oxo-1-tert.-butyl-1,4-dihydro-benzo[b][1,8]naphthyridine is prepared under the conditions of Example 4 but starting from 8.86 g of ethyl 2-(2,7-dichloro-6-fluoroquinoline-3-carbonyl)-3-dimethylaminoacrylate and 4.03 g of tert.-butylamine in 45 cm3 of trichloromethane and then in 4.53 g of DBU and 45 cm3 of ethanol. 5 g of 8-chloro-3-ethoxycarbonyl-7-fluoro-4-oxo-1-tert.-butyl-1,4-dihydro-benzo[b][1,8]naphthyridine are obtained in the form of a yellow soli... The reactants are CCC(C)=O, CCC1(O)C(=O)OCc2c1cc1n(c2=O)Cc2c-1nc1ccccc1c2CC[Si](C)(C)CCl, [I-], [Na+]. The product is CCC1(O)C(=O)OCc2c1cc1n(c2=O)Cc2c-1nc1ccccc1c2CC[Si](C)(C)CI. Reaction SMILES: [CH3:36][C:37](=[O:38])[CH2:39][CH3:40].[Cl:1][CH2:2][Si:3]([CH2:4][CH2:5][c:6]1[c:7]2[c:8]([n:9][c:10]3[c:18]1[CH2:17][n:16]1[c:11]-3[cH:12][c:13]3[c:14]([c:15]1=[O:19])[CH2:20][O:21][C:22](=[O:27])[C:23]3([OH:24])[CH2:25][CH3:26])[cH:28][cH:29][cH:30][cH:31]2)([CH3:32])[CH3:33].[I-:35].[Na+:34]>>[CH2:2]([Si:3]([CH2:4][CH2:5][c:6]1[c:7]2[c:8]([n:9][c:10]3[c:18]1[CH2:17][n:16]1[c:11]-3[cH:12][c:13]3[c:14]([c:15]1=[O:19])[CH2:20][O:21][C:22](=[O:27])[C:23]3([OH:24])[CH2:25][CH3:26])[cH:28][cH:29][cH:30][cH:31]2)([CH3:32])[CH3:33])[I:35].